Dataset: the Open Reaction Database (ORD), a public repository of structured organic reaction records. Task: describe an organic reaction: reactants, conditions, products, and yield The reactants are ClC=1C(=CC(=C(C1)N1N=NC(=C1C1=CC=C(C=C1)F)C(=O)O)OC)OC (1-(5-Chloro-2,4-dimethoxy-phenyl)-5-(4-fluoro-phenyl)-1H-[1,2,3]triazole-4-carboxylic acid), C(C)(=O)O (acetic acid), C(C)(=O)OC(C)=O (acetic anhydride), O (water). Solvent: I (hydroiodic acid). Product: OC1=C(C=CC(=C1)O)N1N=NC(=C1C1=CC=C(C=C1)F)C(=O)O (1-(2,4-Dihydroxy-phenyl)-5-(4-fluoro-phenyl)-1H-[1,2,3]triazole-4-carboxylic acid). Reaction SMILES: Cl[C:2]1[C:3]([O:25]C)=[CH:4][C:5]([O:23]C)=[C:6]([N:8]2[C:12]([C:13]3[CH:18]=[CH:17][C:16]([F:19])=[CH:15][CH:14]=3)=[C:11]([C:20]([OH:22])=[O:21])[N:10]=[N:9]2)[CH:7]=1.C(O)(=O)C.C(OC(=O)C)(=O)C.O>I>[OH:23][C:5]1[CH:4]=[C:3]([OH:25])[CH:2]=[CH:7][C:6]=1[N:8]1[C:12]([C:13]2[CH:14]=[CH:15][C:16]([F:19])=[CH:17][CH:18]=2)=[C:11]([C:20]([OH:22])=[O:21])[N:10]=[N:9]1. Reported procedure: 1-(5-Chloro-2,4-dimethoxy-phenyl)-5-(4-fluoro-phenyl)-1H-[1,2,3]triazole-4-carboxylic acid (0.29 g, 0.77 mmol) was refluxed in a mixture of hydroiodic acid (5 mL), acetic acid (1 mL) and acetic anhydride (0.5 mL) for 16 hours. When cooled, water (20 mL) was added and the aqueous layer was extracted with EtOAc (2×15 mL). The combined organic layers were washed with saturated sodium thiosulphate solution (2×15 mL) and brine (20 mL), dried with NaSO4 and filtered. After evaporation of the solvent, ...